This data is from the Open Reaction Database (ORD), a public repository of structured organic reaction records. The task is: describe an organic reaction: reactants, conditions, products, and yield The reactants are CCOC(C)=O, [Cl-], C1CCOC1, Cc1cccc(C)n1, O=C(O)c1cccc2nnsc12. Product: O=Cc1cccc2nnsc12. RXN SMILES: [CH3:22][CH2:23][O:24][C:25](=[O:26])[CH3:27].[Cl-:1].[O:28]1[CH2:29][CH2:30][CH2:31][CH2:32]1.[n:14]1[c:15]([CH3:16])[cH:17][cH:18][cH:19][c:20]1[CH3:21].[s:2]1[n:3][n:4][c:5]2[c:6]1[c:7]([C:11](=[O:12])[OH:13])[cH:8][cH:9][cH:10]2>>[s:2]1[n:3][n:4][c:5]2[c:6]1[c:7]([CH:11]=[O:12])[cH:8][cH:9][cH:10]2. Reactants: CCCC[Sn](CCCC)(CCCC)c1ccccn1, CN(C)C=O, [Cl-], [Li+], CC1C(=O)N(CCCN2CCC3(CC3)C(O)C2)CCN1c1cccc(I)c1, c1ccc(P(c2ccccc2)(c2ccccc2)[Pd](P(c2ccccc2)(c2ccccc2)c2ccccc2)(P(c2ccccc2)(c2ccccc2)c2ccccc2)P(c2ccccc2)(c2ccccc2)c2ccccc2)cc1. As a reaction SMILES: [CH2:28]([Sn:29]([CH2:30][CH2:31][CH2:32][CH3:39])([c:33]1[n:34][cH:35][cH:36][cH:37][cH:38]1)[CH2:40][CH2:41][CH2:42][CH3:43])[CH2:44][CH2:45][CH3:46].[CH3:126][N:127]([CH3:128])[CH:129]=[O:130].[Cl-:48].[Li+:47].[OH:1][CH:2]1[C:3]2([CH2:4][CH2:5]2)[CH2:6][CH2:7][N:8]([CH2:10][CH2:11][CH2:12][N:13]2[C:14](=[O:27])[CH:15]([CH3:26])[N:16]([c:19]3[cH:20][c:21]([I:25])[cH:22][cH:23][cH:24]3)[CH2:17][CH2:18]2)[CH2:9]1.[cH:49]1[cH:50][cH:51][c:52]([P:53]([Pd:54]([P:55]([c:56]2[cH:57][cH:58][cH:59][cH:60][cH:61]2)([c:62]2[cH:63][cH:64][cH:65][cH:66][cH:67]2)[c:68]2[cH:69][cH:70][cH:71][cH:72][cH:73]2)([P:74]([c:75]2[cH:76][cH:77][cH:78][cH:79][cH:80]2)([c:81]2[cH:82][cH:83][cH:84][cH:85][cH:86]2)[c:87]2[cH:88][cH:89][cH:90][cH:91][cH:92]2)[P:93]([c:94]2[cH:95][cH:96][cH:97][cH:98][cH:99]2)([c:100]2[cH:101][cH:102][cH:103][cH:104][cH:105]2)[c:106]2[cH:107][cH:108][cH:109][cH:110][cH:111]2)([c:112]2[cH:113][cH:114][cH:115][cH:116][cH:117]2)[c:118]2[cH:119][cH:120][cH:121][cH:122][cH:123]2)[cH:124][cH:125]1>>[OH:1][CH:2]1[C:3]2([CH2:4][CH2:5]2)[CH2:6][CH2:7][N:8]([CH2:10][CH2:11][CH2:12][N:13]2[C:14](=[O:27])[CH:15]([CH3:26])[N:16]([c:19]3[cH:20][c:21](-[c:33]4[n:34][cH:35][cH:36][cH:37][cH:38]4)[cH:22][cH:23][cH:24]3)[CH2:17][CH2:18]2)[CH2:9]1. Yields the product CC1C(=O)N(CCCN2CCC3(CC3)C(O)C2)CCN1c1cccc(-c2ccccn2)c1. Starting materials: ClCCl, O=C1COC1, CCOC(=O)C=P(c1ccccc1)(c1ccccc1)c1ccccc1. Yields the product CCOC(=O)C=C1COC1. Reaction SMILES: [Cl:31][CH2:32][Cl:33].[O:1]1[CH2:2][C:3](=[O:5])[CH2:4]1.[c:6]1([P:7]([c:8]2[cH:9][cH:10][cH:11][cH:12][cH:19]2)(=[CH:13][C:14](=[O:15])[O:16][CH2:17][CH3:18])[c:20]2[cH:21][cH:22][cH:23][cH:24][cH:25]2)[cH:26][cH:27][cH:28][cH:29][cH:30]1>>[O:1]1[CH2:2][C:3](=[CH:13][C:14](=[O:15])[O:16][CH2:17][CH3:18])[CH2:4]1. Yields the product CC(C)C(O)c1ccc2c(c1)C(C)(C)CO2. Reaction SMILES: [Br:1][c:2]1[cH:3][cH:4][c:5]2[c:6]([cH:12]1)[C:7]([CH3:10])([CH3:11])[CH2:8][O:9]2.[CH2:25]1[O:26][CH2:27][CH2:28][CH2:29]1.[CH3:13][CH2:14][CH2:15][CH2:16][Li:17].[CH:18]([CH:19]([CH3:20])[CH3:21])=[O:22].[Cl-:23].[NH4+:24]>>[c:2]1([CH:18]([CH:19]([CH3:20])[CH3:21])[OH:22])[cH:3][cH:4][c:5]2[c:6]([cH:12]1)[C:7]([CH3:10])([CH3:11])[CH2:8][O:9]2. The reactants are CC1(C)COc2ccc(Br)cc21, C1CCOC1, [Li]CCCC, CC(C)C=O, [Cl-], [NH4+]. The reactants are CCOc1cc(C(C)(C)C)ncc1C1=NC(C)(c2ccc(Cl)cc2)C(C)(c2ccc(Cl)cc2)N1C(=O)N1CCN(CC(=O)O)CC1, Cl, O=C1CCNCCN1. The product is CCOc1cc(C(C)(C)C)ncc1C1=NC(C)(c2ccc(Cl)cc2)C(C)(c2ccc(Cl)cc2)N1C(=O)N1CCN(CC(=O)N2CCNC(=O)CC2)CC1. As a reaction SMILES: [C:2]([CH3:3])([CH3:4])([CH3:5])[c:6]1[cH:7][c:8]([O:45][CH2:46][CH3:47])[c:9]([C:12]2=[N:16][C:15]([CH3:17])([c:18]3[cH:19][cH:20][c:21]([Cl:24])[cH:22][cH:23]3)[C:14]([CH3:25])([c:26]3[cH:27][cH:28][c:29]([Cl:32])[cH:30][cH:31]3)[N:13]2[C:33](=[O:34])[N:35]2[CH2:36][CH2:37][N:38]([CH2:41][C:42](=[O:43])[OH:44])[CH2:39][CH2:40]2)[cH:10][n:11]1.[ClH:1].[NH:48]1[CH2:49][CH2:50][NH:51][C:52](=[O:55])[CH2:53][CH2:54]1>>[C:2]([CH3:3])([CH3:4])([CH3:5])[c:6]1[cH:7][c:8]([O:45][CH2:46][CH3:47])[c:9]([C:12]2=[N:16][C:15]([CH3:17])([c:18]3[cH:19][cH:20][c:21]([Cl:24])[cH:22][cH:23]3)[C:14]([CH3:25])([c:26]3[cH:27][cH:28][c:29]([Cl:32])[cH:30][cH:31]3)[N:13]2[C:33](=[O:34])[N:35]2[CH2:36][CH2:37][N:38]([CH2:41][C:42](=[O:44])[N:48]3[CH2:49][CH2:50][NH:51][C:52](=[O:55])[CH2:53][CH2:54]3)[CH2:39][CH2:40]2)[cH:10][n:11]1. The product is CC(C)(C)OC(=O)N1CCN(C(CO)c2ccccc2)CC1. Reaction SMILES: [C:1]([CH3:2])([CH3:3])([CH3:4])[O:5][C:6](=[O:7])[N:8]1[CH2:9][CH2:10][N:11]([CH:14]([c:15]2[cH:16][cH:17][cH:18][cH:19][cH:20]2)[C:21](=[O:22])[OH:23])[CH2:12][CH2:13]1.[CH2:24]1[O:25][CH2:26][CH2:27][CH2:28]1>>[C:1]([CH3:2])([CH3:3])([CH3:4])[O:5][C:6](=[O:7])[N:8]1[CH2:9][CH2:10][N:11]([CH:14]([c:15]2[cH:16][cH:17][cH:18][cH:19][cH:20]2)[CH2:21][OH:22])[CH2:12][CH2:13]1. Starting materials: CC(C)(C)OC(=O)N1CCN(C(C(=O)O)c2ccccc2)CC1, C1CCOC1. Reactants: C(C1=CC=CC=C1)OC(=O)O[C@H](C)[C@H]1C(N([C@@H]1[C@@H](C)C(=O)OCC1=CC=CC=C1)CC(=O)OC(C)(C)C)=O ((3S,4S)-3-[(1R)-1-benzyloxycarbonyloxyethyl]-4-[(1R)-1-benzyloxycarbonylethyl]-1-(t-butyloxycarbonylmethyl)azetidin-2-one). The reagents and catalysts are [C].[Pd] (palladium-carbon). Solvent: C(C)O (ethanol). Yields the product O[C@H](C)[C@H]1C(N([C@@H]1[C@@H](C)C(=O)O)CC(=O)OC(C)(C)C)=O ((3S,4S)-3-[(1R)-1-hydroxyethyl]-4-[(1R)-1-carboxyethyl]-1-(t-butyloxycarbonylmethyl)azetidin-2-one). RXN SMILES: C(OC([O:11][C@@H:12]([C@@H:14]1[C@@H:17]([C@H:18]([C:20]([O:22]CC2C=CC=CC=2)=[O:21])[CH3:19])[N:16]([CH2:30][C:31]([O:33][C:34]([CH3:37])([CH3:36])[CH3:35])=[O:32])[C:15]1=[O:38])[CH3:13])=O)C1C=CC=CC=1>C(O)C.[C].[Pd]>[OH:11][C@@H:12]([C@@H:14]1[C@@H:17]([C@H:18]([C:20]([OH:22])=[O:21])[CH3:19])[N:16]([CH2:30][C:31]([O:33][C:34]([CH3:35])([CH3:37])[CH3:36])=[O:32])[C:15]1=[O:38])[CH3:13] |f:2.3|. Procedure: A solution of (3S,4S)-3-[(1R)-1-benzyloxycarbonyloxyethyl]-4-[(1R)-1-benzyloxycarbonylethyl]-1-(t-butyloxycarbonylmethyl)azetidin-2-one (81.50 g) in ethanol (800 ml) was subjected to hydrogenation at room temperature in the presence of 10% palladium-carbon (8.15 g) under atmospheric pressure, followed by filtration to remove the catalyst. The filtrate and the washings were combined and evaporated to give (3S,4S)-3-[(1R)-1-hydroxyethyl]-4-[(1R)-1-carboxyethyl]-1-(t-butyloxycarbonylmethyl)azetidin...